This data is from the Open Reaction Database (ORD), a public repository of structured organic reaction records. The task is: describe an organic reaction: reactants, conditions, products, and yield Starting materials: Cn1cc(OCc2ccccc2)c(=O)cc1C(F)F, CO. The product is Cn1cc(O)c(=O)cc1C(F)F. RXN SMILES: [CH2:1]([c:2]1[cH:3][cH:4][cH:5][cH:6][cH:7]1)[O:8][c:9]1[c:10](=[O:19])[cH:11][c:12]([CH:16]([F:17])[F:18])[n:13]([CH3:15])[cH:14]1.[CH3:20][OH:21]>>[OH:8][c:9]1[c:10](=[O:19])[cH:11][c:12]([CH:16]([F:17])[F:18])[n:13]([CH3:15])[cH:14]1. Starting materials: CSCCOC1=C(C=CC=C1)[N+](=O)[O-] (2-(2-methylthioethoxy)-nitrobenzene), [H][H] (hydrogen). Reagents/catalysts: [Ni] (Raney nickel). Solvent: O1CCCC1 (tetrahydrofuran). Product: CSCCOC1=C(N)C=CC=C1 (2-(2-methylthioethoxy)-aniline). As a reaction SMILES: [CH3:1][S:2][CH2:3][CH2:4][O:5][C:6]1[CH:11]=[CH:10][CH:9]=[CH:8][C:7]=1[N+:12]([O-])=O.[H][H]>O1CCCC1.[Ni]>[CH3:1][S:2][CH2:3][CH2:4][O:5][C:6]1[CH:11]=[CH:10][CH:9]=[CH:8][C:7]=1[NH2:12]. Procedure: 33.9 g of he oil obtained under (a) are hydrogenated in 100 ml of absolute tetrahydrofuran, with the addition of 13.6 g of Raney nickel, under normal pressure (hydrogen absorption=10.6 liters). After the catalyst has been filtered off, the filtrate is concentrated by evaporation, and then purified by means of chromatography (silica gel; hexane/ethyl acetate as eluant).